This data is from the Open Reaction Database (ORD), a public repository of structured organic reaction records. The task is: describe an organic reaction: reactants, conditions, products, and yield Starting materials: O=C(O)C(F)(F)F, O=C(O)C(F)(F)F, NC1CCC(NC(=O)c2nc(NCC(c3ccccc3)c3ccccc3)c3ncn(C4CC(n5cc(CO)cn5)C(O)C4O)c3n2)CC1, Cc1cnn(C2CC(n3cnc4c(NCC(c5ccccc5)c5ccccc5)nc(NC5CCC(NC(=O)NC6CCN(c7ccccn7)CC6)CC5)nc43)C(O)C2O)c1. Yields the product O=C(O)C(F)(F)F, O=C(NC1CCC(NC(=O)c2nc(NCC(c3ccccc3)c3ccccc3)c3ncn(C4CC(n5cc(CO)cn5)C(O)C4O)c3n2)CC1)NC1CCN(c2ccccn2)CC1. As a reaction SMILES: [F:1][C:2]([C:3](=[O:4])[OH:5])([F:6])[F:7].[F:56][C:57]([F:58])([F:59])[C:60]([OH:61])=[O:62].[NH2:8][CH:9]1[CH2:10][CH2:11][CH:12]([NH:15][C:16](=[O:17])[c:18]2[n:19][c:20]([NH:41][CH2:42][CH:43]([c:44]3[cH:45][cH:46][cH:47][cH:48][cH:49]3)[c:50]3[cH:51][cH:52][cH:53][cH:54][cH:55]3)[c:21]3[n:22][cH:23][n:24]([CH:27]4[CH:28]([OH:40])[CH:29]([OH:39])[CH:30]([n:32]5[n:33][cH:34][c:35]([CH2:37][OH:38])[cH:36]5)[CH2:31]4)[c:25]3[n:26]2)[CH2:13][CH2:14]1.[OH:63][CH:64]1[CH:65]([OH:66])[CH:67]([n:68]2[cH:69][c:70]([CH3:71])[cH:72][n:73]2)[CH2:74][CH:75]1[n:76]1[cH:77][n:78][c:79]2[c:80]1[n:81][c:82]([NH:83][CH:84]1[CH2:85][CH2:86][CH:87]([NH:88][C:108](=[O:109])[NH:110][CH:111]3[CH2:112][CH2:113][N:114]([c:117]4[n:118][cH:119][cH:120][cH:121][cH:122]4)[CH2:115][CH2:116]3)[CH2:89][CH2:90]1)[n:91][c:92]2[NH:93][CH2:94][CH:95]([c:96]1[cH:97][cH:98][cH:99][cH:100][cH:101]1)[c:102]1[cH:103][cH:104][cH:105][cH:106][cH:107]1>>[F:1][C:2]([C:3](=[O:4])[OH:5])([F:6])[F:7].[NH:8]([CH:9]1[CH2:10][CH2:11][CH:12]([NH:15][C:16](=[O:17])[c:18]2[n:19][c:20]([NH:41][CH2:42][CH:43]([c:44]3[cH:45][cH:46][cH:47][cH:48][cH:49]3)[c:50]3[cH:51][cH:52][cH:53][cH:54][cH:55]3)[c:21]3[n:22][cH:23][n:24]([CH:27]4[CH:28]([OH:40])[CH:29]([OH:39])[CH:30]([n:32]5[n:33][cH:34][c:35]([CH2:37][OH:38])[cH:36]5)[CH2:31]4)[c:25]3[n:26]2)[CH2:13][CH2:14]1)[C:108](=[O:109])[NH:110][CH:111]1[CH2:112][CH2:113][N:114]([c:117]2[n:118][cH:119][cH:120][cH:121][cH:122]2)[CH2:115][CH2:116]1. Reactants: COCCOC, Cl, COC(=O)C1=Cc2cc(-c3ccc(F)cc3)ccc2S(=O)(=O)CC1. Yields the product O=C(O)C1=Cc2cc(-c3ccc(F)cc3)ccc2S(=O)(=O)CC1. RXN SMILES: [CH3:26][O:27][CH2:28][CH2:29][O:30][CH3:31].[ClH:25].[F:1][c:2]1[cH:3][cH:4][c:5](-[c:8]2[cH:9][cH:10][c:11]3[c:12]([cH:24]2)[CH:13]=[C:14]([C:20](=[O:21])[O:22][CH3:23])[CH2:15][CH2:16][S:17]3(=[O:18])=[O:19])[cH:6][cH:7]1>>[F:1][c:2]1[cH:3][cH:4][c:5](-[c:8]2[cH:9][cH:10][c:11]3[c:12]([cH:24]2)[CH:13]=[C:14]([C:20](=[O:21])[OH:22])[CH2:15][CH2:16][S:17]3(=[O:18])=[O:19])[cH:6][cH:7]1.